This data is from the Open Reaction Database (ORD), a public repository of structured organic reaction records. The task is: describe an organic reaction: reactants, conditions, products, and yield Reactants: O=C(CBr)c1ccc(Cl)cc1, CCO, OCC(O)c1ccccc1, Cc1ccc(S(=O)(=O)O)cc1, c1ccccc1. Product: Clc1ccc(C2(CBr)OCC(c3ccccc3)O2)cc1. Reaction SMILES: [Br:1][CH2:2][C:3](=[O:4])[c:5]1[cH:6][cH:7][c:8]([Cl:11])[cH:9][cH:10]1.[CH3:39][CH2:40][OH:41].[OH:12][CH2:13][CH:14]([c:15]1[cH:16][cH:17][cH:18][cH:19][cH:20]1)[OH:21].[c:22]1([CH3:23])[cH:24][cH:25][c:26]([S:27]([OH:28])(=[O:29])=[O:30])[cH:31][cH:32]1.[cH:33]1[cH:34][cH:35][cH:36][cH:37][cH:38]1>>[Br:1][CH2:2][C:3]1([c:5]2[cH:6][cH:7][c:8]([Cl:11])[cH:9][cH:10]2)[O:4][CH2:13][CH:14]([c:15]2[cH:16][cH:17][cH:18][cH:19][cH:20]2)[O:21]1.